The task is: describe an organic reaction: reactants, conditions, products, and yield. This data is from the Open Reaction Database (ORD), a public repository of structured organic reaction records. Starting materials: Cc1ccc(C)c(C(=O)O)c1, Cl, O=S(Cl)Cl. Product: Cc1ccc(C)c(C(=O)Cl)c1. As a reaction SMILES: [CH3:2][c:3]1[c:4]([C:5](=[O:6])[OH:7])[cH:8][c:9]([CH3:12])[cH:10][cH:11]1.[ClH:1].[S:13]([Cl:14])([Cl:15])=[O:16]>>[CH3:2][c:3]1[c:4]([C:5](=[O:6])[Cl:15])[cH:8][c:9]([CH3:12])[cH:10][cH:11]1.